From a dataset of the Open Reaction Database (ORD), a public repository of structured organic reaction records. describe an organic reaction: reactants, conditions, products, and yield Reactants: FC(C(=O)O)(F)F (Trifluoroacetic acid), COC(CSC=1C=CC2=C(C(C=3SC=CC3CO2)(C2CCN(CC2)C)O)C1)=O (Methyl[4-hydroxy-4-(1-methylpiperidin-4-yl)-4,10-dihydro-9-oxa-3-thiabenzo[f]azulen-6-ylsulfanyl]acetate), Cl.O1CCOCC1 (hydrogen chloride dioxane). The solvent is ClCCl (dichloromethane). Run at time 8 hour. The product is COC(CSC=1C=CC2=C(C(C=3SC=CC3CO2)C2CCN(CC2)C)C1)=O (Methyl[4-(1-methylpiperidin-4-yl)-4,10-dihydro-9-oxa-3-thiabenzo[f]azulen-6-ylsulfanyl]acetate). The yield is 72.6%. Reaction SMILES: FC(F)(F)C(O)=O.[CH3:8][O:9][C:10](=[O:35])[CH2:11][S:12][C:13]1[CH:14]=[CH:15][C:16]2[O:25][CH2:24][C:23]3[CH:22]=[CH:21][S:20][C:19]=3[C:18](O)([CH:26]3[CH2:31][CH2:30][N:29]([CH3:32])[CH2:28][CH2:27]3)[C:17]=2[CH:34]=1.Cl.O1CCOCC1>ClCCl>[CH3:8][O:9][C:10](=[O:35])[CH2:11][S:12][C:13]1[CH:14]=[CH:15][C:16]2[O:25][CH2:24][C:23]3[CH:22]=[CH:21][S:20][C:19]=3[CH:18]([CH:26]3[CH2:31][CH2:30][N:29]([CH3:32])[CH2:28][CH2:27]3)[C:17]=2[CH:34]=1 |f:2.3|. Procedure details: Trifluoroacetic acid (10 mL) was added to a dichloromethane solution of the compound obtained in Example 23 (5.7 g, 14 mmol), and the mixture was stirred at room temperature overnight. The solvents were distilled off, and the residue was purified by silica gel column chromatography (hexane:ethyl acetate=3:2), to give a free compound. Thereafter, 4 mol/L hydrogen chloride-dioxane (8.0 mL, 32 mmol) was added thereto, and the mixture was stirred for 1 hour. The solvents were distilled off under a r... The reactants are ClC1=CC2=C(OC3=C(CN2C(=O)N2CCN(CC2)C(=O)C2=CC=NC=C2)C=CC=C3)C=C1 (1-[(8-chlorodibenz[b,f][1,4]oxazepin-10(11H)-yl)carbonyl]-4-(4-pyridinylcarbonyl)piperazine), Cl.O1CCOCC1 (HCl dioxane). The solvent is CO (MeOH). Reaction conditions: time 30 minute. Product: Cl.ClC1=CC2=C(OC3=C(CN2C(=O)N2CCN(CC2)C(=O)C2=CC=NC=C2)C=CC=C3)C=C1 (1-[(8-chlorodibenz[b,f][1,4]oxazepin-10(11H)-yl)carbonyl]-4-(4-pyridinylcarbonyl)piperazine, monohydrochloride). Reaction SMILES: [Cl:1][C:2]1[CH:32]=[CH:31][C:5]2[O:6][C:7]3[CH:30]=[CH:29][CH:28]=[CH:27][C:8]=3[CH2:9][N:10]([C:11]([N:13]3[CH2:18][CH2:17][N:16]([C:19]([C:21]4[CH:26]=[CH:25][N:24]=[CH:23][CH:22]=4)=[O:20])[CH2:15][CH2:14]3)=[O:12])[C:4]=2[CH:3]=1.Cl.O1CCOCC1>CO>[ClH:1].[Cl:1][C:2]1[CH:32]=[CH:31][C:5]2[O:6][C:7]3[CH:30]=[CH:29][CH:28]=[CH:27][C:8]=3[CH2:9][N:10]([C:11]([N:13]3[CH2:14][CH2:15][N:16]([C:19]([C:21]4[CH:26]=[CH:25][N:24]=[CH:23][CH:22]=4)=[O:20])[CH2:17][CH2:18]3)=[O:12])[C:4]=2[CH:3]=1 |f:1.2,4.5|. Procedure details: The title product of Example 28 was dissolved in 10 mL of MeOH. Excess 6.9N HCl/dioxane was added to the solution. After stirring this solution for 30 minutes, all solvent was removed under reduced pressure. The residue was dissolved in water/MeOH and lyophilized to produce 0.11 g of the title product as a granular white solid. The reactants are Cc1nc(-c2ccc(C(F)(F)F)cc2)sc1CCOc1ccc2ccn(CC(=O)OC(C)(C)C)c2c1, [Na+], [OH-]. Yields the product Cc1nc(-c2ccc(C(F)(F)F)cc2)sc1CCOc1ccc2ccn(CC(=O)O)c2c1. RXN SMILES: [C:1]([CH3:2])([CH3:3])([CH3:4])[O:5][C:6]([CH2:7][n:8]1[cH:9][cH:10][c:11]2[cH:12][cH:13][c:14]([O:17][CH2:18][CH2:19][c:20]3[c:21]([CH3:35])[n:22][c:23](-[c:25]4[cH:26][cH:27][c:28]([C:31]([F:32])([F:33])[F:34])[cH:29][cH:30]4)[s:24]3)[cH:15][c:16]12)=[O:36].[Na+:38].[OH-:37]>>[O:5]=[C:6]([CH2:7][n:8]1[cH:9][cH:10][c:11]2[cH:12][cH:13][c:14]([O:17][CH2:18][CH2:19][c:20]3[c:21]([CH3:35])[n:22][c:23](-[c:25]4[cH:26][cH:27][c:28]([C:31]([F:32])([F:33])[F:34])[cH:29][cH:30]4)[s:24]3)[cH:15][c:16]12)[OH:36]. The reactants are Cc1ccccc1, O=C1NC(c2ccc(Cl)cc2)c2ccccc2C1CCN1CCOCC1, O=[Ca], S=P12SP3(=S)SP(=S)(S1)SP(=S)(S2)S3. Yields the product S=C1NC(c2ccc(Cl)cc2)c2ccccc2C1CCN1CCOCC1. As a reaction SMILES: [CH3:43][c:44]1[cH:45][cH:46][cH:47][cH:48][cH:49]1.[Cl:1][c:2]1[cH:3][cH:4][c:5]([CH:8]2[NH:9][C:10](=[O:26])[CH:11]([CH2:18][CH2:19][N:20]3[CH2:21][CH2:22][O:23][CH2:24][CH2:25]3)[c:12]3[cH:13][cH:14][cH:15][cH:16][c:17]32)[cH:6][cH:7]1.[O:41]=[Ca:42].[P:27]12(=[S:28])[S:29][P:30]3(=[S:40])[S:31][P:32](=[S:38])([S:33][P:34](=[S:37])([S:35]3)[S:36]1)[S:39]2>>[Cl:1][c:2]1[cH:3][cH:4][c:5]([CH:8]2[NH:9][C:10](=[S:28])[CH:11]([CH2:18][CH2:19][N:20]3[CH2:21][CH2:22][O:23][CH2:24][CH2:25]3)[c:12]3[cH:13][cH:14][cH:15][cH:16][c:17]32)[cH:6][cH:7]1. Starting materials: NC(=O)C1N(CCN(C1)CCCCC(C1=CC=C(C=C1)F)C1=CC=C(C=C1)F)CC(=O)NC1=C(C=C(C=C1Cl)CNC(OC(C)(C)C)=O)Cl ((1,1-dimethylethyl) [[4-[[2-[2-(aminocarbonyl)-4-[5,5-bis(4-fluorophenyl)pentyl]-1-piperazinyl]acetyl]amino]-3,5-dichlorophenyl]methyl]carbamate), CO (methanol), Cl (hydrogen chloride). Run in CC(C)O (2-propanol). Yields the product NC(=O)C1N(CCN(C1)CCCCC(C1=CC=C(C=C1)F)C1=CC=C(C=C1)F)CC(=O)NC1=C(C=C(C=C1Cl)CN)Cl (2-(aminocarbonyl)-N-(4-(aminomethyl)-2,6-dichlorophenyl]-4-[5,5-bis(4-fluorophenyl)pentyl]-1-piperazineacetamide). The yield is 44.9%. As a reaction SMILES: [NH2:1][C:2]([CH:4]1[CH2:9][N:8]([CH2:10][CH2:11][CH2:12][CH2:13][CH:14]([C:22]2[CH:27]=[CH:26][C:25]([F:28])=[CH:24][CH:23]=2)[C:15]2[CH:20]=[CH:19][C:18]([F:21])=[CH:17][CH:16]=2)[CH2:7][CH2:6][N:5]1[CH2:29][C:30]([NH:32][C:33]1[C:38]([Cl:39])=[CH:37][C:36]([CH2:40][NH:41]C(=O)OC(C)(C)C)=[CH:35][C:34]=1[Cl:49])=[O:31])=[O:3].CO.Cl>CC(O)C>[NH2:1][C:2]([CH:4]1[CH2:9][N:8]([CH2:10][CH2:11][CH2:12][CH2:13][CH:14]([C:22]2[CH:23]=[CH:24][C:25]([F:28])=[CH:26][CH:27]=2)[C:15]2[CH:16]=[CH:17][C:18]([F:21])=[CH:19][CH:20]=2)[CH2:7][CH2:6][N:5]1[CH2:29][C:30]([NH:32][C:33]1[C:38]([Cl:39])=[CH:37][C:36]([CH2:40][NH2:41])=[CH:35][C:34]=1[Cl:49])=[O:31])=[O:3]. Procedure: A mixture of 8.7 parts of (1,1-dimethylethyl) [[4-[[2-[2-(aminocarbonyl)-4-[5,5-bis(4-fluorophenyl)pentyl]-1-piperazinyl]acetyl]amino]-3,5-dichlorophenyl]methyl]carbamate, 120 parts of methanol and 24 parts of 2-propanol, saturated with hydrogen chloride was stirred for 30 minutes at reflux temperature. The reaction mixture was evaporated and the residue was taken up in water. The whole was treated with an ammonium hydroxide solution and the product was extracted twice with dichloromethane. The ... Starting materials: steel, [K] (potassium), COC1=C(C=CC(=C1)[N+](=O)[O-])O (2-methoxy-4-nitrophenol), NaH2PO4, CC1(C)CO1 (isobutylene oxide), C1(=CC=CC=C1)O (phenol). Solvent: O.CC#N (H2O MeCN). Run at temperature 170 celsius. Yields the product COC1=C(OCC(C)(O)C)C=CC(=C1)[N+](=O)[O-] (1-(2-Methoxy-4-nitrophenoxy)-2-methylpropan-2-ol). The yield is 98.6%. Reaction SMILES: [K].[CH3:2][O:3][C:4]1[CH:9]=[C:8]([N+:10]([O-:12])=[O:11])[CH:7]=[CH:6][C:5]=1[OH:13].[CH3:14][C:15]1([O:18][CH2:17]1)[CH3:16].C1(O)C=CC=CC=1>O.CC#N>[CH3:2][O:3][C:4]1[CH:9]=[C:8]([N+:10]([O-:12])=[O:11])[CH:7]=[CH:6][C:5]=1[O:13][CH2:14][C:15]([CH3:17])([OH:18])[CH3:16] |f:4.5,^1:0|. Reported procedure: A steel bomb, fitted with an internal thermocouple, pressure gauge and safety release valve rated at 3000 psi, with ˜55 mL capacity was charged with the potassium salt of 2-methoxy-4-nitrophenol (6 g, 29 mmol), NaH2PO4 (3.3 g, 27.7 mmol), isobutylene oxide (2.8 g, 35 mmol) and 30 mL of 15% H2O/MeCN. The sealed bomb was heated at 170° C. for three hr. Following cooling, HPLC revealed all starting phenol had been converted to product. The biphasic solution was concentrated using a rotary evaporato...